From a dataset of the Open Reaction Database (ORD), a public repository of structured organic reaction records. describe an organic reaction: reactants, conditions, products, and yield Starting materials: C1(=CC=CC=C1)S(=O)(=O)Cl (benzene sulfonyl chloride), OC=1C=C(NC(CBr)=O)C=CC1 (3'-hydroxy bromoacetanilide), C(Cl)Cl (methylene chloride). The solvent is C(C)N(CC)CC (triethylamine). Yields the product C1(=CC=CC=C1)S(=O)(=O)OC=1C=C(NC(CBr)=O)C=CC1 (m-Phenylsulfonyloxy bromoacetanilide). As a reaction SMILES: [C:1]1([S:7](Cl)(=[O:9])=[O:8])[CH:6]=[CH:5][CH:4]=[CH:3][CH:2]=1.[OH:11][C:12]1[CH:13]=[C:14]([CH:20]=[CH:21][CH:22]=1)[NH:15][C:16](=[O:19])[CH2:17][Br:18].C(Cl)Cl>C(N(CC)CC)C>[C:1]1([S:7]([O:11][C:12]2[CH:13]=[C:14]([CH:20]=[CH:21][CH:22]=2)[NH:15][C:16](=[O:19])[CH2:17][Br:18])(=[O:9])=[O:8])[CH:6]=[CH:5][CH:4]=[CH:3][CH:2]=1. Procedure details: To a mixture of 4.4 g. of benzene sulfonyl chloride and 5.7 g. of 3'-hydroxy bromoacetanilide in 100 ml. of methylene chloride is added dropwise 2.6 g. of triethylamine. The product is recovered by washing with cold water, drying and removal of the solvent. There is obtained 9.0 g. of the title compound, nD30 = 1.5830. As a reaction SMILES: [CH2:1]([O:3][C:4]1[CH:12]=[CH:11][C:7]([C:8]([OH:10])=[O:9])=[C:6]([F:13])[C:5]=1[F:14])[CH3:2].[C:15]1([Si:21]2(CCCC)[CH2:26][CH2:25][CH:24]([CH:27]3[CH2:32][CH2:31][CH:30](O)[CH2:29][CH2:28]3)[CH2:23][CH2:22]2)C=C[CH:18]=[CH:17][CH:16]=1>>[CH2:1]([O:3][C:4]1[CH:12]=[CH:11][C:7]([C:8]([O:10][C@H:30]2[CH2:29][CH2:28][C@H:27]([CH:24]3[CH2:23][CH2:22][SiH:21]([CH2:15][CH2:16][CH2:17][CH3:18])[CH2:26][CH2:25]3)[CH2:32][CH2:31]2)=[O:9])=[C:6]([F:13])[C:5]=1[F:14])[CH3:2]. Starting materials: C(C)OC1=C(C(=C(C(=O)O)C=C1)F)F (4-ethoxy-2,3-difluorobenzoic acid), C1(=CC=CC=C1)[Si]1(CCC(CC1)C1CCC(CC1)O)CCCC (4-(4-phenyl-4-n-butyl-4-silacyclohexyl)cyclohexanol). Product: C(C)OC1=C(C(=C(C(=O)O[C@@H]2CC[C@H](CC2)C2CC[SiH](CC2)CCCC)C=C1)F)F (trans-(4-(4-n-butyl-4-silacyclohexyl)cyclohexyl) 4-ethoxy-2,3-difluorobenzoate). Procedure: The general procedure of Example 31 was repeated using 4-ethoxy-2,3-difluorobenzoic acid and 4-(4-phenyl-4-n-butyl-4-silacyclohexyl)cyclohexanol, thereby obtaining the intended product. Starting materials: OC1=C(C=O)C=C(C=C1C=O)C (2-hydroxy-5-methylisophthalaldehyde), [OH-].[Na+] (sodium hydroxide), OO (hydrogen peroxide). The solvent is O (water), O (water). Yields the product CC=1C=C(C(=C(O)C1)O)O (5-methylpyrogallol). Yield: 69.0%. Procedure: Under a nitrogen atmosphere throughout: 5.3 Parts of 2-hydroxy-5-methylisophthalaldehyde prepared in Example 15 or 16 were slurried with a solution of 2.6 parts of sodium hydroxide in 32 parts of water, and a solution of 9.8 parts of 27.2% by weight hydrogen peroxide in 35 parts of water was added over four minutes. The temperature rose to 85° C. initially and was then maintained at 40°-50° C. with external cooling. After a further 18 minutes the pH was 7.8. The solution was filtered to remove 1... Reaction conditions: time 18 minute. RXN SMILES: [OH:1][C:2]1[C:9](C=O)=[CH:8][C:7]([CH3:12])=[CH:6][C:3]=1C=O.[OH-:13].[Na+].[OH:15]O>O>[CH3:12][C:7]1[CH:6]=[C:3]([OH:15])[C:2]([OH:1])=[C:9]([CH:8]=1)[OH:13] |f:1.2|. Reactants: CC(=O)C=1OC(=CC1)C1=CC=C(C=C1)Cl (5-(p-chlorophenyl)-2-furyl methyl ketone), Cl (HCl), Cl.CNC (dimethylamine hydrochloride), C=O (paraformaldehyde), Cl (HCl). The solvent is C(CCC)O (n-butanol), C(C)(C)O (isopropanol). Yields the product Cl.CN(CCC(=O)C=1OC(=CC1)C1=CC=C(C=C1)Cl)C (3-Dimethylamino-1-[5-(4-chlorophenyl)-2-furanyl]-1-propanone Hydrochloride). Isolated yield 82.7%. RXN SMILES: [CH3:1][C:2]([C:4]1[O:5][C:6]([C:9]2[CH:14]=[CH:13][C:12]([Cl:15])=[CH:11][CH:10]=2)=[CH:7][CH:8]=1)=[O:3].Cl.[CH3:17][NH:18][CH3:19].[CH2:20]=O.Cl>C(O)(C)C.C(O)CCC>[ClH:15].[CH3:17][N:18]([CH3:20])[CH2:19][CH2:1][C:2]([C:4]1[O:5][C:6]([C:9]2[CH:14]=[CH:13][C:12]([Cl:15])=[CH:11][CH:10]=2)=[CH:7][CH:8]=1)=[O:3] |f:1.2,7.8|. Procedure details: A solution of 22 g. (0.10 mole) of 5-(p-chlorophenyl)-2-furyl methyl ketone, 16 g. (0.20 mole) of dimethylamine hydrochloride, 6 g (0.20 mole) of paraformaldehyde, 100 ml. of n-butanol, and I ml. of concentrated HCl is heated under reflux for 2 hr. Solvent is removed on a rotary evaporator and the yellow, residual solid is partitioned between ether and water. The layers are separated and the water layer is washed with ether. The water layer is made basic with 1N NaOH solution and is extracted tw... Starting materials: CC1=C(C=O)C=C(C=C1)[N+](=O)[O-] (2-Methyl-5-nitro-benzaldehyde), CC1=C(C=O)C=C(C=C1)[N+](=O)[O-] (2-Methyl-5-nitro-benzaldehyde), C(C)(=O)[O-].[NH4+] (ammonium acetate), [N+](=O)([O-])C (nitromethane). The solvent is C(C)(=O)O (acetic acid). Product: CC1=C(C=C(C=C1)[N+](=O)[O-])\C=C\[N+](=O)[O-] (1-Methyl-4-nitro-2-[(E)-2-nitrovinyl]benzene). Reaction SMILES: [CH3:1][C:2]1[CH:9]=[CH:8][C:7]([N+:10]([O-:12])=[O:11])=[CH:6][C:3]=1[CH:4]=O.C([O-])(=O)C.[NH4+].[N+:18]([CH3:21])([O-:20])=[O:19]>C(O)(=O)C>[CH3:1][C:2]1[CH:9]=[CH:8][C:7]([N+:10]([O-:12])=[O:11])=[CH:6][C:3]=1/[CH:4]=[CH:21]/[N+:18]([O-:20])=[O:19] |f:1.2|. Procedure: Adapting literature known protocols (U.S. Pat. No. 8,344,028; and Kabalka and Varma, Org. Prep. Proced. Int., 1987, 19(4-5), 283-328), 1-methyl-4-nitro-2-[(E)-2-nitrovinyl]benzene (19a) is prepared by heating a solution of commercial 2-methyl-5-nitro-benzaldehyde (5j) (1.65 g, 10.0 mmol) (for a synthesis of (5j) see also Example 5, Method B), ammonium acetate (NH4OAc) (1.31 g, 17.0 mmol) in a mixture of nitromethane (MeNO2) (1.61 mL, 1.83 g, 30.0 mmol) and acetic acid (HOAc) (10.0 mL) to reflux ... Starting materials: OC1=C(C=O)C=CC=C1 (hydroxy benzaldehyde), NC1=CC=CC=C1 (aniline), C1(=CC=CC=C1)C (toluene), NC1=CC=CC=C1 (aniline). Conditions: time 5 hour. The product is OC1=CC=C(C=NC2=CC=CC=C2)C=C1 (4-hydroxybenzylidene-aniline). Yield: 94.0%. RXN SMILES: [OH:1]C1C=CC=CC=1C=O.[NH2:10][C:11]1[CH:16]=[CH:15][CH:14]=[CH:13][CH:12]=1.[C:17]1([CH3:23])[CH:22]=[CH:21][CH:20]=[CH:19][CH:18]=1>>[OH:1][C:20]1[CH:21]=[CH:22][C:17]([CH:23]=[N:10][C:11]2[CH:16]=[CH:15][CH:14]=[CH:13][CH:12]=2)=[CH:18][CH:19]=1. Procedure: A solution of hydroxy benzaldehyde (5.00 g, 41 mmol) in toluene (200 cm3) was heated to 109° C. before aniline (1.86 g, 20 mmol) was added under nitrogen. The mixture was then allowed to cool, forming a yellow solid after 30 minutes. The reaction was continued with the further addition of aniline (1.86 g, 20 mmol). Dean and Stark apparatus was used to collect water (0.6 cm3). Reflux continued for a further 5 hours by which time 0.7 cm3 of water had collected. After cooling the mixture, a thick c... Reactants: O1C(CCC2=C1C1=C(C=C2)CCC1)CNCCCN ((±)-N-[(2,3,4,7,8,9-hexahydrocyclopenta[h]-1-benzopyran-2-yl)methyl]-1,3-propanediamine), Cl.CSC=1NC=CN1 (2-methylthioimidazole monohydrochloride). Run in C(C)O (ethanol). Yields the product O.Cl.Cl.N1C(=NCC1)NCCCNCC1OC2=C(CC1)C=CC1=C2CCC1.N1C(=NCC1)NCCCNCC1OC2=C(CC1)C=CC1=C2CCC1.Cl.Cl ((±)-N-(4,5-dihydro-1H-imidazol-2-yl)-N'-[(2,3,4,7,8,9-hexahydro cyclopenta[h]-1-benzopyran-2-yl)methyl]-1,3-propanediamine dihydrochloride hemihydrate). The yield is 58.5%. Reaction SMILES: [O:1]1[C:6]2[C:7]3[CH2:13][CH2:12][CH2:11][C:8]=3[CH:9]=[CH:10][C:5]=2[CH2:4][CH2:3][CH:2]1[CH2:14][NH:15][CH2:16][CH2:17][CH2:18][NH2:19].[ClH:20].CS[C:23]1[NH:24][CH:25]=[CH:26][N:27]=1>C(O)C>[OH2:1].[ClH:20].[ClH:20].[NH:27]1[CH2:26][CH2:25][N:24]=[C:23]1[NH:19][CH2:18][CH2:17][CH2:16][NH:15][CH2:14][CH:2]1[CH2:3][CH2:4][C:5]2[CH:10]=[CH:9][C:8]3[CH2:11][CH2:12][CH2:13][C:7]=3[C:6]=2[O:1]1.[NH:27]1[CH2:26][CH2:25][N:24]=[C:23]1[NH:19][CH2:18][CH2:17][CH2:16][NH:15][CH2:14][CH:2]1[CH2:3][CH2:4][C:5]2[CH:10]=[CH:9][C:8]3[CH2:11][CH2:12][CH2:13][C:7]=3[C:6]=2[O:1]1.[ClH:20].[ClH:20] |f:1.2,4.5.6.7.8.9.10|. Procedure: A mixture of intermediate (15-a) (0.02 mol) and 2-methylthioimidazole monohydrochloride (0.02 mol) in ethanol (100 ml) was stirred and refluxed for 16 hours. The solvent was evaporated. The residue was purified by column chromatography over silica gel (eluent: CH2Cl2 /CH3OH/(CH3OH/NH3) 90/9/1). The pure fractions were collected and the solvent was evaporated. The residue was dissolved in 2-propanol and converted into the hydrochloric acid salt (1:2) with HCl/2-propanol. The salt was filtered off... The reactants are C(C)(C)(C)OC(NC1=C(C=C(C(=C1)N(C)C)C(F)(F)F)NC(CC(C1=CC(=CC=C1)C1=NOC=C1COC1OCCCC1)=O)=O)=O ((RS)-[5-dimethylamino-2-(3-oxo-3-{3-[4-(tetrahydro-pyran-2-yloxymethyl)-isoxazol-3-yl]-phenyl}-propionylamino)-4-trifluoromethyl-phenyl]-carbamic acid tert.-butyl ester), C(=O)(C(F)(F)F)O (TFA). The solvent is C(Cl)Cl (CH2Cl2). Yields the product CN(C1=CC2=C(NC(CC(=N2)C2=CC(=CC=C2)C2=NOC=C2CO)=O)C=C1C(F)(F)F)C (7-Dimethylamino-4-[3-(4-hydroxymethyl-isoxazol-3-yl)-phenyl]-8-trifluoromethyl-1,3-dihydro-benzo[b][1,4]diazepin-2-one), solid. As a reaction SMILES: C(OC(=O)[NH:7][C:8]1[CH:13]=[C:12]([N:14]([CH3:16])[CH3:15])[C:11]([C:17]([F:20])([F:19])[F:18])=[CH:10][C:9]=1[NH:21][C:22](=[O:45])[CH2:23][C:24](=O)[C:25]1[CH:30]=[CH:29][CH:28]=[C:27]([C:31]2[C:35]([CH2:36][O:37]C3CCCCO3)=[CH:34][O:33][N:32]=2)[CH:26]=1)(C)(C)C.C(O)(C(F)(F)F)=O>C(Cl)Cl>[CH3:16][N:14]([CH3:15])[C:12]1[C:11]([C:17]([F:19])([F:18])[F:20])=[CH:10][C:9]2[NH:21][C:22](=[O:45])[CH2:23][C:24]([C:25]3[CH:30]=[CH:29][CH:28]=[C:27]([C:31]4[C:35]([CH2:36][OH:37])=[CH:34][O:33][N:32]=4)[CH:26]=3)=[N:7][C:8]=2[CH:13]=1. Reported procedure: The title compound was prepared from (RS)-[5-dimethylamino-2-(3-oxo-3-{3-[4-(tetrahydro-pyran-2-yloxymethyl)-isoxazol-3-yl]-phenyl}-propionylamino)-4-trifluoromethyl-phenyl]-carbamic acid tert.-butyl ester (Example M61) by treatment with TFA in CH2Cl2 according to the general procedure N. Obtained as a light yellow solid (50 mg).